This data is from the Open Reaction Database (ORD), a public repository of structured organic reaction records. The task is: describe an organic reaction: reactants, conditions, products, and yield Starting materials: NC(CC(C(=O)OCC)C)C1=C(C=CC=C1F)OCC (ethyl 4-amino-4-(2-ethoxy-6-fluorophenyl)-2-methylbutanoate), FC(OC1=CC=C(C=O)C=C1)(F)F (4-(trifluoromethoxy)benzaldehyde). The product is C(C)OC1=C(C(=CC=C1)F)C1CC(C(N1CC1=CC=C(C=C1)OC(F)(F)F)=O)C (5-(2-ethoxy-6-fluorophenyl)-3-methyl-1-(4-(trifluoromethoxy)benzyl)pyrrolidin-2-one). RXN SMILES: [NH2:1][CH:2]([C:11]1[C:16]([F:17])=[CH:15][CH:14]=[CH:13][C:12]=1[O:18][CH2:19][CH3:20])[CH2:3][CH:4]([CH3:10])[C:5]([O:7]CC)=O.[F:21][C:22]([F:33])([F:32])[O:23][C:24]1[CH:31]=[CH:30][C:27]([CH:28]=O)=[CH:26][CH:25]=1>>[CH2:19]([O:18][C:12]1[CH:13]=[CH:14][CH:15]=[C:16]([F:17])[C:11]=1[CH:2]1[N:1]([CH2:28][C:27]2[CH:30]=[CH:31][C:24]([O:23][C:22]([F:21])([F:32])[F:33])=[CH:25][CH:26]=2)[C:5](=[O:7])[CH:4]([CH3:10])[CH2:3]1)[CH3:20]. Procedure details: Prepared according to the described general procedure 2 (GP2) by reaction of ethyl 4-amino-4-(2-ethoxy-6-fluorophenyl)-2-methylbutanoate with commercially available 4-(trifluoromethoxy)benzaldehyde. Subsequent purification by preparative HPLC afforded the target compound. LC-MS (conditions A): tR=0.97 min.; [M+H]+: 411.97 g/mol. The reactants are O=C(n1ccnc1)n1ccnc1, C1CCC2=NCCCN2CC1, C1CCOC1, COc1ccc2c(OC3CC4C(=O)NC5(C(=O)O)CC5C=CCCCCN(C)C(=O)C4C3)cc(-c3nccs3)nc2c1C, NS(=O)(=O)C1CC1, O. The product is COc1ccc2c(OC3CC4C(=O)NC5(C(=O)NS(=O)(=O)C6CC6)CC5C=CCCCCN(C)C(=O)C4C3)cc(-c3nccs3)nc2c1C. RXN SMILES: [C:44]([n:45]1[cH:46][cH:47][n:48][cH:49]1)([n:50]1[cH:51][cH:52][n:53][cH:54]1)=[O:55].[CH2:63]1[CH2:64][CH2:65][C:66]2=[N:71][CH2:70][CH2:69][CH2:68][N:67]2[CH2:72][CH2:73]1.[CH2:74]1[O:75][CH2:76][CH2:77][CH2:78]1.[CH3:1][O:2][c:3]1[cH:4][cH:5][c:6]2[c:7]([O:19][CH:20]3[CH2:21][CH:22]4[C:23](=[O:43])[N:24]([CH3:42])[CH2:25][CH2:26][CH2:27][CH2:28][CH:29]=[CH:30][CH:31]5[CH2:32][C:33]5([C:39](=[O:40])[OH:41])[NH:34][C:35](=[O:38])[CH:36]4[CH2:37]3)[cH:8][c:9](-[c:14]3[s:15][cH:16][cH:17][n:18]3)[n:10][c:11]2[c:12]1[CH3:13].[CH:56]1([S:59](=[O:60])(=[O:61])[NH2:62])[CH2:57][CH2:58]1.[OH2:79]>>[CH3:1][O:2][c:3]1[cH:4][cH:5][c:6]2[c:7]([O:19][CH:20]3[CH2:21][CH:22]4[C:23](=[O:43])[N:24]([CH3:42])[CH2:25][CH2:26][CH2:27][CH2:28][CH:29]=[CH:30][CH:31]5[CH2:32][C:33]5([C:39](=[O:40])[NH:62][S:59]([CH:56]5[CH2:57][CH2:58]5)(=[O:60])=[O:61])[NH:34][C:35](=[O:38])[CH:36]4[CH2:37]3)[cH:8][c:9](-[c:14]3[s:15][cH:16][cH:17][n:18]3)[n:10][c:11]2[c:12]1[CH3:13]. Procedure details: A flask was charged with sodium hydride (60% oil dispersion 300 mg, 7.5 mmol) which was then washed with hexanes before the addition of butanol (10 mL) containing (±)-cis-4-(2-amino-6-chloro-9H-purin-9-yl)-2-cyclopentene-1-methanol (800 mg, 3 mmol) from Example 4. The solution was stirred at reflux for 2 hours and then neutralized by the addition of 1.0 N NaOH. Concentration of the solution afforded the crude product which was purified by elution from a silica gel column with 5% methanol-chlorof... Yields the product NC1=NC(=C2N=CN(C2=N1)[C@H]1C=C[C@H](C1)CO)OCCCC ((±)-cis-4-(2-Amino-6-butoxy-9H-purin-9-yl)-2-cyclopentene-1-methanol). Starting materials: [H-].[Na+] (sodium hydride), NC1=NC(=C2N=CN(C2=N1)[C@H]1C=C[C@H](C1)CO)Cl ((±)-cis-4-(2-amino-6-chloro-9H-purin-9-yl)-2-cyclopentene-1-methanol), [OH-].[Na+] (NaOH). RXN SMILES: [H-].[Na+].[NH2:3][C:4]1[N:12]=[C:11]2[C:7]([N:8]=[CH:9][N:10]2[C@@H:13]2[CH2:17][C@H:16]([CH2:18][OH:19])[CH:15]=[CH:14]2)=[C:6](Cl)[N:5]=1.[OH-:21].[Na+]>>[NH2:3][C:4]1[N:12]=[C:11]2[C:7]([N:8]=[CH:9][N:10]2[C@@H:13]2[CH2:17][C@H:16]([CH2:18][OH:19])[CH:15]=[CH:14]2)=[C:6]([O:21][CH2:17][CH2:13][CH2:14][CH3:15])[N:5]=1 |f:0.1,3.4|.